From a dataset of the Open Reaction Database (ORD), a public repository of structured organic reaction records. describe an organic reaction: reactants, conditions, products, and yield Starting materials: O=C(O)C(=O)O, Cc1ccc(-c2oncc2C(=O)O)cc1, Cc1ccc(C2CCNC2)cc1. Yields the product Cc1ccc(-c2oncc2C(=O)N2CCC(c3ccc(C)cc3)C2)cc1. Reaction SMILES: [C:16]([OH:17])(=[O:18])[C:19]([OH:20])=[O:21].[CH3:1][c:2]1[cH:3][cH:4][c:5](-[c:8]2[c:9]([C:13](=[O:14])[OH:15])[cH:10][n:11][o:12]2)[cH:6][cH:7]1.[CH3:22][c:23]1[cH:24][cH:25][c:26]([CH:29]2[CH2:30][NH:31][CH2:32][CH2:33]2)[cH:27][cH:28]1>>[CH3:1][c:2]1[cH:3][cH:4][c:5](-[c:8]2[c:9]([C:13](=[O:15])[N:31]3[CH2:30][CH:29]([c:26]4[cH:25][cH:24][c:23]([CH3:22])[cH:28][cH:27]4)[CH2:33][CH2:32]3)[cH:10][n:11][o:12]2)[cH:6][cH:7]1.